From a dataset of the Open Reaction Database (ORD), a public repository of structured organic reaction records. describe an organic reaction: reactants, conditions, products, and yield The product is NC=1C(=NC2=CC=CC=C2N1)C(=O)NC(=N)SC (3-amino-N-[(methylsulfanyl)methanimidoyl]quinoxaline-2-carboxamide). Procedure details: To NaOH (1 mol/l in water; 45.7 ml; 45.7 mmol) is added S-methylisothiourea sulphate (10.6 g; 38.1 mmol). The mixture is stirred until complete solution is achieved. The resulting solution is added to a suspension of 1-(tert-butylcarbamoyl)prop-1-en-2-yl 3-aminoquinoxaline-2-carboxylate (example 4) (5.00 g; 15.2 mmol) in THF (80 ml). The mixture is stirred at r.t. for 3 h, then volatiles are evaporated. Ice-water (100 ml) is added. The precipitate formed is filtered off with suction, washed with... RXN SMILES: [OH-].[Na+].S(O)(O)(=O)=O.[CH3:8][S:9][C:10](=[NH:12])[NH2:11].[NH2:13][C:14]1[C:15]([C:24](OC(C)=CC(=O)NC(C)(C)C)=[O:25])=[N:16][C:17]2[C:22]([N:23]=1)=[CH:21][CH:20]=[CH:19][CH:18]=2>C1COCC1>[NH2:13][C:14]1[C:15]([C:24]([NH:12][C:10]([S:9][CH3:8])=[NH:11])=[O:25])=[N:16][C:17]2[C:22]([N:23]=1)=[CH:21][CH:20]=[CH:19][CH:18]=2 |f:0.1,2.3|. The solvent is C1CCOC1 (THF). Starting materials: [OH-].[Na+] (NaOH), S(=O)(=O)(O)O.CSC(N)=N (S-methylisothiourea sulphate), NC=1C(=NC2=CC=CC=C2N1)C(=O)OC(=CC(NC(C)(C)C)=O)C (1-(tert-butylcarbamoyl)prop-1-en-2-yl 3-aminoquinoxaline-2-carboxylate). Reaction conditions: time 20 hour. Reactants: CN1CCN(CC1)C1=CC=C(C=N1)N (6-(4-methylpiperazin-1-yl)-pyridin-3-ylamine), C(C)N1CCN(CC1)C=1C=C(C=CC1)NC(=O)C=1C=2N=CC=NC2C(=CC1)C1=CN=CC2=CC=CC=C12 (8-Isoquinolin-4-yl-quinoxaline-5-carboxylic acid [3-(4-ethyl-piperazin-1-yl)phenyl]-amide). Procedure details: The title compound was prepared in analogy to the procedure described in Step 14.1 but stirring the reaction mixture for 20 h at it and using 6-(4-methylpiperazin-1-yl)-pyridin-3-ylamine (prepared as described in Example 33 but using N-methyl-piperazine in Step 33.2) and 8-isoquinolin-4-yl-quinoxaline-5-carboxylic acid (Example 52). Title compound: ESI-MS: 476.1 [M+H]+; tR=1.98 min (System 1). Product: CN1CCN(CC1)C1=CC=C(C=N1)NC(=O)C=1C=2N=CC=NC2C(=CC1)C1=CN=CC2=CC=CC=C12 (8-Isoquinolin-4-yl-quinoxaline-5-carboxylic acid [6-(4-methyl-piperazin-1-yl)pyridin-3-yl]-amide). RXN SMILES: [CH3:1][N:2]1[CH2:7][CH2:6][N:5]([C:8]2[N:13]=[CH:12][C:11]([NH2:14])=[CH:10][CH:9]=2)[CH2:4][CH2:3]1.C(N1CCN(C2C=C(N[C:30]([C:32]3[C:33]4[N:34]=[CH:35][CH:36]=[N:37][C:38]=4[C:39]([C:42]4[C:51]5[C:46](=[CH:47][CH:48]=[CH:49][CH:50]=5)[CH:45]=[N:44][CH:43]=4)=[CH:40][CH:41]=3)=[O:31])C=CC=2)CC1)C>>[CH3:1][N:2]1[CH2:7][CH2:6][N:5]([C:8]2[N:13]=[CH:12][C:11]([NH:14][C:30]([C:32]3[C:33]4[N:34]=[CH:35][CH:36]=[N:37][C:38]=4[C:39]([C:42]4[C:51]5[C:46](=[CH:47][CH:48]=[CH:49][CH:50]=5)[CH:45]=[N:44][CH:43]=4)=[CH:40][CH:41]=3)=[O:31])=[CH:10][CH:9]=2)[CH2:4][CH2:3]1. Starting materials: [H-].[Na+] (sodium hydride), C(C(C)(C)C)(=O)OCCl (chloromethyl pivalate), C(C1=CC=CC=C1)N1C=NC=2NC(NC(C12)=O)=O (7-benzylxanthine). Solvent: C(C)(=O)OCC (ethyl acetate), CN(C=O)C (N,N-dimethylformamide). Conditions: time 8 hour. Product: CC(C(=O)OCN1C(NC(C=2N(C=NC12)CC1=CC=CC=C1)=O)=O)(C)C ([7-Benzyl-2,6-dioxo-1,2,6,7-tetrahydropurin-3-yl]methyl 2,2-dimethylpropionate). As a reaction SMILES: [CH2:1]([N:8]1[C:16]2[C:15](=[O:17])[NH:14][C:13](=[O:18])[NH:12][C:11]=2[N:10]=[CH:9]1)[C:2]1[CH:7]=[CH:6][CH:5]=[CH:4][CH:3]=1.[H-].[Na+].[C:21]([O:27][CH2:28]Cl)(=[O:26])[C:22]([CH3:25])([CH3:24])[CH3:23]>CN(C)C=O.C(OCC)(=O)C>[CH3:23][C:22]([CH3:25])([CH3:24])[C:21]([O:27][CH2:28][N:12]1[C:11]2[N:10]=[CH:9][N:8]([CH2:1][C:2]3[CH:7]=[CH:6][CH:5]=[CH:4][CH:3]=3)[C:16]=2[C:15](=[O:17])[NH:14][C:13]1=[O:18])=[O:26] |f:1.2|. Procedure: 8.66 g of 7-benzylxanthine was dissolved in 300 ml of N,N-dimethylformamide, and 1.57 g of sodium hydride and 7.7 ml of chloromethyl pivalate were added thereto. The resulting mixture was stirred at room temperature overnight. The reaction solution was diluted with ethyl acetate, and washed with water and 1N hydrochloric acid. The organic layer was dried over anhydrous magnesium sulfate, then filtered. The solvent was evaporated under reduced pressure. The residue was purified by silica gel colu... Starting materials: [BH4-].[Na+] (sodium borohydride), O (water), CSC=1C=CC2=C(C(C3=C(C=C2)C=CC=C3)=O)C1 (3-methylthio-5H-dibenzo[a,d]cyclohepten-5-one). The reagents and catalysts are [OH-].[Na+] (sodium hydroxide). Solvent: C(C)O (ethanol). Reaction conditions: time 8 hour. Yields the product CSC=1C=CC2=C(C(C3=C(C=C2)C=CC=C3)O)C1 (3-methylthio-5H-dibenzo[a,d]cyclohepten-5-ol). Reaction SMILES: [BH4-].[Na+].[CH3:3][S:4][C:5]1[CH:6]=[CH:7][C:8]2[CH:14]=[CH:13][C:12]3[CH:15]=[CH:16][CH:17]=[CH:18][C:11]=3[C:10](=[O:19])[C:9]=2[CH:20]=1.O>C(O)C.[OH-].[Na+]>[CH3:3][S:4][C:5]1[CH:6]=[CH:7][C:8]2[CH:14]=[CH:13][C:12]3[CH:15]=[CH:16][CH:17]=[CH:18][C:11]=3[CH:10]([OH:19])[C:9]=2[CH:20]=1 |f:0.1,5.6|. Procedure details: In operations carried out in a manner similar to that described in Example VI, 0.5 gram (13 millimoles) of sodium borohydride was added to a solution of 0.8 gram (3.2 millimoles) of 3-methylthio-5H-dibenzo[a,d]cyclohepten-5-one in 20 milliliters of ethanol to which 1 drop of 40 percent sodium hydroxide had been added and the resulting mixture stirred overnight at room temperature. Thereafter, water was added to the reaction mixture, the aqueous mixture subjected to reduced pressure to remove the... Reactants: C1(=CC=CC=C1)C(CC1=CC=C(C=C1)OC)=O (1-phenyl-2-(4-methoxyphenyl)-ethanone), C(NN)(=O)OCC (ethyl carbazate), CC=1C=CC(=CC1)S(=O)(=O)O (TsOH). Solvent: C1(=CC=CC=C1)C (toluene). Yields the product COC1=CC=C(C=C1)CC(C1=CC=CC=C1)=NNC(=O)OCC (Ethyl [2-(4-methoxyphenyl)-1-phenylethylidene]hydrazine carboxylate). The yield is 76.8%. RXN SMILES: [C:1]1([C:7](=O)[CH2:8][C:9]2[CH:14]=[CH:13][C:12]([O:15][CH3:16])=[CH:11][CH:10]=2)[CH:6]=[CH:5][CH:4]=[CH:3][CH:2]=1.[C:18]([O:22][CH2:23][CH3:24])(=[O:21])[NH:19][NH2:20].CC1C=CC(S(O)(=O)=O)=CC=1>C1(C)C=CC=CC=1>[CH3:16][O:15][C:12]1[CH:13]=[CH:14][C:9]([CH2:8][C:7](=[N:20][NH:19][C:18]([O:22][CH2:23][CH3:24])=[O:21])[C:1]2[CH:6]=[CH:5][CH:4]=[CH:3][CH:2]=2)=[CH:10][CH:11]=1. Procedure details: A solution of 1-phenyl-2-(4-methoxyphenyl)-ethanone (Aldrich) (22.6 g, 0.1 mol), ethyl carbazate (12.5 g, 0.12 mol) and a spatula tip of TsOH in toluene (200 ml) was heated to reflux, and water was azeotropically removed. The reaction was complete (by TLC) after 4 hours. The solvent was removed under reduced pressure, and the crude solid was chromatographed, SiO2 (400 g), eluting with Hex/EtOAc, 7/3, affording 9 (24.0 g, 76.9%).